From a dataset of the Open Reaction Database (ORD), a public repository of structured organic reaction records. describe an organic reaction: reactants, conditions, products, and yield Reactants: OC1=CC=C(C(=O)OCCC)C=C1 (n-propyl 4-hydroxybenzoate), [OH-].[Na+] (sodium hydroxide), [OH-].[Na+] (sodium hydroxide), [OH-].[Na+] (sodium hydroxide). Solvent: O (water). Product: OC1=CC=C(C(=O)O)C=C1 (4-hydroxybenzoic acid). Reaction SMILES: [OH:1][C:2]1[CH:13]=[CH:12][C:5]([C:6]([O:8]CCC)=[O:7])=[CH:4][CH:3]=1.[OH-].[Na+]>O>[OH:1][C:2]1[CH:13]=[CH:12][C:5]([C:6]([OH:8])=[O:7])=[CH:4][CH:3]=1 |f:1.2|. Procedure: 891 g of n-propyl 4-hydroxybenzoate were neutralised in 712 ml of water with 260 ml of 50% strength sodium hydroxide solution in two stages. After the first stage of the neutralisation (247 ml of sodium hydroxide solution), the resulting clear solution was kept at 20° C. for 96 hours. When the neutralisation had been completed (13 ml of sodium hydroxide solution), spray-drying resulted in a product with a 4-hydroxybenzoic acid content of 0.1 percent by weight and a water content of 0.3% by weigh... Starting materials: CCc1nn(CC)c(C)c1C1CCN(C(C)C2CN(C(=O)OC(C)(C)C)CC2c2cccc(F)c2)CC1, C1CCNCC1. The product is CCc1nn(CC)c(C)c1C1CCN(C(C)C2CNCC2c2cccc(F)c2)CC1. RXN SMILES: [C:1]([O:2][C:3](=[O:4])[N:8]1[CH2:9][CH:10]([CH:20]([CH3:21])[N:22]2[CH2:23][CH2:24][CH:25]([c:28]3[c:29]([CH2:36][CH3:37])[n:30][n:31]([CH2:34][CH3:35])[c:32]3[CH3:33])[CH2:26][CH2:27]2)[CH:11]([c:13]2[cH:14][c:15]([F:19])[cH:16][cH:17][cH:18]2)[CH2:12]1)([CH3:5])([CH3:6])[CH3:7].[CH2:38]1[CH2:39][CH2:40][NH:41][CH2:42][CH2:43]1>>[NH:8]1[CH2:9][CH:10]([CH:20]([CH3:21])[N:22]2[CH2:23][CH2:24][CH:25]([c:28]3[c:29]([CH2:36][CH3:37])[n:30][n:31]([CH2:34][CH3:35])[c:32]3[CH3:33])[CH2:26][CH2:27]2)[CH:11]([c:13]2[cH:14][c:15]([F:19])[cH:16][cH:17][cH:18]2)[CH2:12]1. Reactants: C(C)=O (acetaldehyde), OO (hydrogen peroxide), CC1(NC(CC(C1)=O)(C)C)C (2,2,6,6-tetramethyl-piperidin-4-one), OO (hydrogen peroxide), Cl (hydrochloric acid). Reagents/catalysts: [O-][W](=O)(=O)[O-].[Na+].[Na+] (sodium tungstate). The solvent is [Cl-].[Na+] (sodium chloride). Run at time 2 hour. Yields the product CON1C(CC(CC1(C)C)=O)(C)C (1-Methoxy-2,2,6,6-tetramethyl-piperidin-4-one). The yield is 64.0%. As a reaction SMILES: [CH3:1][C:2]1([CH3:11])[CH2:7][C:6](=[O:8])[CH2:5][C:4]([CH3:10])([CH3:9])[NH:3]1.OO.Cl.[CH:15](=[O:17])C>[Cl-].[Na+].[O-][W]([O-])(=O)=O.[Na+].[Na+]>[CH3:15][O:17][N:3]1[C:4]([CH3:10])([CH3:9])[CH2:5][C:6](=[O:8])[CH2:7][C:2]1([CH3:11])[CH3:1] |f:4.5,6.7.8|. Reported procedure: The intermediate, 1-oxy-2,2,6,6-tetramethyl-piperidin-4-one, can be produced by reacting 2,2,6,6-tetramethyl-piperidin-4-one with 1.75 equivalents of hydrogen peroxide in 2M sodium chloride solution, with 1 mol % sodium tungstate added, for 12 h at 50°. When the reaction is complete, the solution is slightly acidified with 2 N hydrochloric acid to pH 5, then 3 equivalents of acetaldehyde and two equivalents of 30% hydrogen peroxide are added slowly at 50°. The mixture is stirred at 90° for 2 h, ... The reactants are FC1(CCN(CC1)C(=O)C=1NC2=CC=C(C=C2C1)OC1CCN(CC1)C(C)C)F ((4,4-Difluoro-piperidin-1-yl)-[5-(1-isopropyl-piperidin-4-yloxy)-1H-indol-2-yl]-methanone), FC1(CCN(CC1)C(=O)C=1NC2=CC=C(C=C2C1)OC1CCN(CC1)C(C)C)F ((4,4-Difluoro-piperidin-1-yl)-[5-(1-isopropyl-piperidin-4-yloxy)-1H-indol-2-yl]-methanone), FC1=CC=C(CBr)C=C1 (4-fluorobenzyl bromide). Yields the product FC1(CCN(CC1)C(=O)C=1N(C2=CC=C(C=C2C1)OC1CCN(CC1)C(C)C)CC1=CC=C(C=C1)F)F ((4,4-Difluoro-piperidin-1-yl)-[1-(4-fluoro-benzyl)-5-(1-isopropyl-piperidin-4-yloxy)-1H-indol-2-yl]-methanone). As a reaction SMILES: [F:1][C:2]1([F:29])[CH2:7][CH2:6][N:5]([C:8]([C:10]2[NH:11][C:12]3[C:17]([CH:18]=2)=[CH:16][C:15]([O:19][CH:20]2[CH2:25][CH2:24][N:23]([CH:26]([CH3:28])[CH3:27])[CH2:22][CH2:21]2)=[CH:14][CH:13]=3)=[O:9])[CH2:4][CH2:3]1.[F:30][C:31]1[CH:38]=[CH:37][C:34]([CH2:35]Br)=[CH:33][CH:32]=1>>[F:29][C:2]1([F:1])[CH2:7][CH2:6][N:5]([C:8]([C:10]2[N:11]([CH2:35][C:34]3[CH:37]=[CH:38][C:31]([F:30])=[CH:32][CH:33]=3)[C:12]3[C:17]([CH:18]=2)=[CH:16][C:15]([O:19][CH:20]2[CH2:25][CH2:24][N:23]([CH:26]([CH3:27])[CH3:28])[CH2:22][CH2:21]2)=[CH:14][CH:13]=3)=[O:9])[CH2:4][CH2:3]1. Reported procedure: In analogy to the procedure described for the synthesis of example 1, the title compound was synthesized from (4,4-difluoro-piperidin-1-yl)-[5-(1-isopropyl-piperidin-4-yloxy)-1H-indol-2-yl]-methanone (intermediate 1) and 4-fluorobenzyl bromide. The title compound was obtained in 5% yield as yellow oil. MS (m/e): 514.3 (MH+, 100%).